Dataset: the Open Reaction Database (ORD), a public repository of structured organic reaction records. Task: describe an organic reaction: reactants, conditions, products, and yield Reactants: C(C1=CC=CC=C1)OC(CO)COCCCCCCCCCCCCCCCCCC (2-O-benzyl-3-O-octadecylglycerol), S(=O)(=O)(C1=CC=C(C)C=C1)Cl (tosyl chloride). Run in N1=CC=CC=C1 (pyridine). Run at time 8 hour. Product: C(C1=CC=CC=C1)OC(COS(=O)(=O)C1=CC=C(C)C=C1)COCCCCCCCCCCCCCCCCCC (2-O-Benzyl-3-O-octadecyl-1-O-tosylglycerol). Yield: 88.6%. As a reaction SMILES: [CH2:1]([O:8][CH:9]([CH2:12][O:13][CH2:14][CH2:15][CH2:16][CH2:17][CH2:18][CH2:19][CH2:20][CH2:21][CH2:22][CH2:23][CH2:24][CH2:25][CH2:26][CH2:27][CH2:28][CH2:29][CH2:30][CH3:31])[CH2:10][OH:11])[C:2]1[CH:7]=[CH:6][CH:5]=[CH:4][CH:3]=1.[S:32](Cl)([C:35]1[CH:41]=[CH:40][C:38]([CH3:39])=[CH:37][CH:36]=1)(=[O:34])=[O:33]>N1C=CC=CC=1>[CH2:1]([O:8][CH:9]([CH2:12][O:13][CH2:14][CH2:15][CH2:16][CH2:17][CH2:18][CH2:19][CH2:20][CH2:21][CH2:22][CH2:23][CH2:24][CH2:25][CH2:26][CH2:27][CH2:28][CH2:29][CH2:30][CH3:31])[CH2:10][O:11][S:32]([C:35]1[CH:41]=[CH:40][C:38]([CH3:39])=[CH:37][CH:36]=1)(=[O:34])=[O:33])[C:2]1[CH:7]=[CH:6][CH:5]=[CH:4][CH:3]=1. Procedure details: In 5 ml of pyridine were dissolved 1 g (2.3 mmole) of 2-O-benzyl-3-O-octadecylglycerol and 1.144 g (6.0 mmole) of tosyl chloride, and the solution was stirred at room temperature overnight. The reaction solution was concentrated to dryness under reduced pressure, and 20 ml of 10% aqueous hydrogen-carbonate solution and 20 ml of ether were added to the residue, followed by shaking thoroughly. The ether layer was separated, dried over sodium sulfate and concentrated to dryness under reduced pressu...